From a dataset of the Open Reaction Database (ORD), a public repository of structured organic reaction records. describe an organic reaction: reactants, conditions, products, and yield The reactants are C1(CC1)NC(C(=CC1=CC=C(C=C1)F)C1=CC=C(C=C1)NCC1=CC=C(C(=O)O)C=C1)=O (4-((4-(3-(cyclopropylamino)-1-(4-fluorophenyl)-3-oxoprop-1-en-2-yl)phenylamino)methyl)benzoic acid), CN(C)C=O (DMF), C=1C=CC2=C(C1)N=NN2O (HOBt), C1(=C(C=CC=C1)N)N (o-phenylene diamine), TEA. Solvent: O (water). Reaction conditions: time 4 hour. The product is NC1=C(C=CC=C1)NC(C1=CC=C(C=C1)CNC1=CC=C(C=C1)C(=CC1=CC=C(C=C1)F)C(=O)NC1CC1)=O (N-(2-aminophenyl)-4-((4-(3-(cyclopropylamino)-1-(4-fluorophenyl)-3-oxoprop-1-en-2-yl)phenylamino)methyl)benzamide). Yield: 7.7%. RXN SMILES: [CH:1]1([NH:4][C:5](=[O:32])[C:6]([C:15]2[CH:20]=[CH:19][C:18]([NH:21][CH2:22][C:23]3[CH:31]=[CH:30][C:26]([C:27](O)=[O:28])=[CH:25][CH:24]=3)=[CH:17][CH:16]=2)=[CH:7][C:8]2[CH:13]=[CH:12][C:11]([F:14])=[CH:10][CH:9]=2)[CH2:3][CH2:2]1.CN(C=O)C.[CH:38]1[CH:39]=[CH:40][C:41]2[N:46](O)N=[N:44][C:42]=2[CH:43]=1.C1(N)C=CC=CC=1N>O>[NH2:44][C:42]1[CH:43]=[CH:38][CH:39]=[CH:40][C:41]=1[NH:46][C:27](=[O:28])[C:26]1[CH:30]=[CH:31][C:23]([CH2:22][NH:21][C:18]2[CH:17]=[CH:16][C:15]([C:6]([C:5]([NH:4][CH:1]3[CH2:3][CH2:2]3)=[O:32])=[CH:7][C:8]3[CH:13]=[CH:12][C:11]([F:14])=[CH:10][CH:9]=3)=[CH:20][CH:19]=2)=[CH:24][CH:25]=1. Procedure: To a suspension of 4-((4-(3-(cyclopropylamino)-1-(4-fluorophenyl)-3-oxoprop-1-en-2-yl)phenylamino)methyl)benzoic acid (0.215 g, 0.5 mmol) in DMF (3 mL) EDCl (0.23 g, 1.1 mmol), HOBt (0.08 g, 0.55 mmol), o-phenylene diamine (0.086 g, 0.7 mmol), were added followed by TEA (0.2 mL, 1.5 mmol). The reaction mixture was stirred for 4 hours after which the mixture was added to cold water (100 mL) and kept at 0° C. for 1 hour. The pale yellow solid formed was filtered and washed with ethyl acetate (15 m... Starting materials: CC(C)(C)OC(=O)N1CCC(C=O)CC1, [Li]C(C)(C)C, C1CCOC1, c1cocn1. The product is CC(C)(C)OC(=O)N1CCC(C(O)c2ncco2)CC1. RXN SMILES: [C:11]([CH3:12])([CH3:13])([CH3:14])[O:15][C:16](=[O:17])[N:18]1[CH2:19][CH2:20][CH:21]([CH:24]=[O:25])[CH2:22][CH2:23]1.[C:6]([Li:7])([CH3:8])([CH3:9])[CH3:10].[CH2:26]1[O:27][CH2:28][CH2:29][CH2:30]1.[o:1]1[cH:2][n:3][cH:4][cH:5]1>>[o:1]1[c:2]([CH:24]([CH:21]2[CH2:20][CH2:19][N:18]([C:16]([O:15][C:11]([CH3:12])([CH3:13])[CH3:14])=[O:17])[CH2:23][CH2:22]2)[OH:25])[n:3][cH:4][cH:5]1. Reactants: NC=1C=CC(=C(C1)C(=O)C1=C(C=C(C=C1)NC1=CC=C(C=C1)C(F)(F)F)Cl)C ((5-Amino-2-methyl-phenyl)-[2-chloro-4-(4-trifluoromethyl-phenylamino)-phenyl]-methanone), ClC1=C(C=CC(=C1)NC1=CC(=CC=C1)Cl)C(=O)C1=C(C=CC(=C1)[N+](=O)[O-])C ([2-Chloro-4-(3-chloro-phenylamino)-phenyl]-(2-methyl-5-nitro-phenyl)-methanone). The product is NC=1C=CC(=C(C1)C(=O)C1=C(C=C(C=C1)NC1=CC(=CC=C1)Cl)Cl)C ((5-Amino-2-methyl-phenyl)-[2-chloro-4-(3-chloro-phenylamino)-phenyl]-methanone). RXN SMILES: NC1C=CC(C)=C(C(C2C=CC(NC3C=CC(C(F)(F)F)=CC=3)=CC=2Cl)=O)C=1.[Cl:29][C:30]1[CH:35]=[C:34]([NH:36][C:37]2[CH:42]=[CH:41][CH:40]=[C:39]([Cl:43])[CH:38]=2)[CH:33]=[CH:32][C:31]=1[C:44]([C:46]1[CH:51]=[C:50]([N+:52]([O-])=O)[CH:49]=[CH:48][C:47]=1[CH3:55])=[O:45]>>[NH2:52][C:50]1[CH:49]=[CH:48][C:47]([CH3:55])=[C:46]([C:44]([C:31]2[CH:32]=[CH:33][C:34]([NH:36][C:37]3[CH:42]=[CH:41][CH:40]=[C:39]([Cl:43])[CH:38]=3)=[CH:35][C:30]=2[Cl:29])=[O:45])[CH:51]=1. Reported procedure: The reaction was carried out similarly as described in the preparation of compound 415, using compound 460 (2.13 mmol). The crude product was purified by flash chromatography using EtOAc/petroleum ether (40-60) 1:2 as the eluent to afford the title compound as yellow foam. The reactants are O.NN (hydrazine hydrate), C(CC)(=O)C(CCCOC1=CC=C(C=C1)OCCCC(C(CC)=O)C(CC)=O)C(CC)=O (1,4-bis(4,4-dipropionylbutyloxy)benzene). Solvent: C(C)O (ethanol), C(C)O (ethanol). Reaction conditions: time 8 hour. Yields the product C(CC)(=O)C(CCCOC1=CC=C(OCCCC=2C(=NNC2CC)CC)C=C1)C(CC)=O (4-{3-[4-(4,4-dipropionylbutyloxy)phenoxy]propyl}-3,5-diethyl-1H-pyrazole). As a reaction SMILES: O.[NH2:2][NH2:3].[C:4]([CH:8]([C:32](=[O:35])[CH2:33][CH3:34])[CH2:9][CH2:10][CH2:11][O:12][C:13]1[CH:18]=[CH:17][C:16]([O:19][CH2:20][CH2:21][CH2:22][CH:23]([C:28](=O)[CH2:29][CH3:30])[C:24](=O)[CH2:25][CH3:26])=[CH:15][CH:14]=1)(=[O:7])[CH2:5][CH3:6]>C(O)C>[C:4]([CH:8]([C:32](=[O:35])[CH2:33][CH3:34])[CH2:9][CH2:10][CH2:11][O:12][C:13]1[CH:18]=[CH:17][C:16]([O:19][CH2:20][CH2:21][CH2:22][C:23]2[C:28]([CH2:29][CH3:30])=[N:2][NH:3][C:24]=2[CH2:25][CH3:26])=[CH:15][CH:14]=1)(=[O:7])[CH2:5][CH3:6] |f:0.1|. Procedure details: A solution of 0.36 ml (0.00815 m) of hydrazine hydrate in 350 ml of ethanol was added dropwise during a 90 minute period to a solution of 3.3 g (0.0074 m) of 1,4-bis(4,4-dipropionylbutyloxy)benzene in 700 ml of ethanol held at 0°-5° C. and with vigorous stirring. The reaction mixture was then heated at reflux for 2.5 hours and allowed to stand at room temperature overnight. The reaction mixture was concentrated in vacuo, and the residue was treated with ethereal hydrogen chloride. The solid prod... Starting materials: NC1=C(C(=O)O)C=CC=C1 (2-aminobezoic acid), OC1=NC=NC2=CC=C(C=C12)[N+](=O)[O-] (4-hydroxy-6-nitroquinazoline), C(=O)N (formamide), [N+](=O)(O)[O-] (nitric acid), S(O)(O)(=O)=O (sulfuric acid), OC1=NC=NC2=CC=C(C=C12)[N+](=O)[O-] (4-hydroxy-6-nitroquinazoline), S(=O)(Cl)Cl (thionyl chloride). Product: ClC1=NC=NC2=CC=C(C=C12)[N+](=O)[O-] (4-chloro-6-nitroquinazoline). As a reaction SMILES: NC1C=CC=CC=1C(O)=O.C(N)=O.[N+]([O-])(O)=O.S(=O)(=O)(O)O.O[C:24]1[C:33]2[C:28](=[CH:29][CH:30]=[C:31]([N+:34]([O-:36])=[O:35])[CH:32]=2)[N:27]=[CH:26][N:25]=1.S(Cl)([Cl:39])=O>>[Cl:39][C:24]1[C:33]2[C:28](=[CH:29][CH:30]=[C:31]([N+:34]([O-:36])=[O:35])[CH:32]=2)[N:27]=[CH:26][N:25]=1. Reported procedure: In brief, 2-aminobezoic acid substituted by a reactive group (G in Scheme 3), is reacted with formamide, at 160° C., for 3 hours. The resulting 4-hydroxyquinazolinesubstituted by the reactive group is then reacted with a mixture of nitric acid and sulfuric acid, to thereby obtain 4-hydroxy-6-nitroquinazoline substituted by the reactive group. The reactive 4-hydroxy-6-nitroquinazoline is thereafter reacted with thionyl chloride, so as to obtain 4-chloro-6-nitroquinazoline substituted by a reactiv... The reactants are COC1=CC=C(C(=O)NN)C=C1 (4-methoxybenzoic acid hydrazide), COC(=O)CCC1=CC(=C(C(=C1)C)C=1NC2=CC(=CC=C2C1)C(=O)O)C (2-[4-(2-methoxycarbonylethyl)-2,6-dimethylphenyl]-1H-indole-6-carboxylic acid), C=1C=CC2=C(C1)N=NN2O (HOBT), CCN=C=NCCCN(C)C (EDCI). Run in C1CCOC1 (THF), C1CCOC1 (THF). Conditions: time 10 minute. Yields the product COC1=CC=C(C(=O)NNC(=O)C2=CC=C3C=C(NC3=C2)C2=C(C=C(C=C2C)CCC(=O)OC)C)C=C1 (Methyl 3-(4-{6-[N′-(4-methoxybenzoyl)-hydrazinocarbonyl]-1H-indol-2-yl}-3,5-dimethyl-phenyl)-propionate). Reaction SMILES: [CH3:1][O:2][C:3]([CH2:5][CH2:6][C:7]1[CH:12]=[C:11]([CH3:13])[C:10]([C:14]2[NH:15][C:16]3[C:21]([CH:22]=2)=[CH:20][CH:19]=[C:18]([C:23](O)=[O:24])[CH:17]=3)=[C:9]([CH3:26])[CH:8]=1)=[O:4].C1C=CC2N(O)N=NC=2C=1.CCN=C=NCCCN(C)C.[CH3:48][O:49][C:50]1[CH:59]=[CH:58][C:53]([C:54]([NH:56][NH2:57])=[O:55])=[CH:52][CH:51]=1>C1COCC1>[CH3:48][O:49][C:50]1[CH:51]=[CH:52][C:53]([C:54]([NH:56][NH:57][C:23]([C:18]2[CH:17]=[C:16]3[C:21]([CH:22]=[C:14]([C:10]4[C:11]([CH3:13])=[CH:12][C:7]([CH2:6][CH2:5][C:3]([O:2][CH3:1])=[O:4])=[CH:8][C:9]=4[CH3:26])[NH:15]3)=[CH:20][CH:19]=2)=[O:24])=[O:55])=[CH:58][CH:59]=1. Reported procedure: To a mixture of 2-[4-(2-methoxycarbonylethyl)-2,6-dimethylphenyl]-1H-indole-6-carboxylic acid (200 mg, 570 μmol) and HOBT (85 mg, 630 μmol) in THF (10 mL) was added EDCI (164 mg, 860 μmol) and the solution was stirred at RT for 10 min. Then a solution of 4-methoxybenzoic acid hydrazide (104 mg, 630 μmols) in THF (5 mL) was added and the mixture was stirred at RT for 18 h. The solvent was removed under reduced pressure and the residual material was chromatographed using a 50-90% gradient of hepta...